From a dataset of the Open Reaction Database (ORD), a public repository of structured organic reaction records. describe an organic reaction: reactants, conditions, products, and yield The reactants are O=C(CBr)c1ccc(Cl)cc1Cl, CCOC(=O)CC(C)=O, CCO, CC[O-], CCO, [Na+], Cc1ccccc1. The product is CCOC(=O)C(CC(=O)c1ccc(Cl)cc1Cl)C(C)=O. Reaction SMILES: [Br:14][CH2:15][C:16](=[O:17])[c:18]1[c:19]([Cl:25])[cH:20][c:21]([Cl:24])[cH:22][cH:23]1.[C:1]([CH2:2][C:3](=[O:4])[CH3:5])(=[O:6])[O:7][CH2:8][CH3:9].[CH2:36]([OH:37])[CH3:38].[CH3:11][CH2:12][O-:13].[CH3:26][CH2:27][OH:28].[Na+:10].[c:29]1([CH3:30])[cH:31][cH:32][cH:33][cH:34][cH:35]1>>[C:1]([CH:2]([C:3](=[O:4])[CH3:5])[CH2:15][C:16](=[O:17])[c:18]1[c:19]([Cl:25])[cH:20][c:21]([Cl:24])[cH:22][cH:23]1)(=[O:6])[O:7][CH2:8][CH3:9]. Yield: 75.3%. The reactants are OCCCC(C(=O)N(C1=CC=CC=C1)C)C1=CC2=C(OCO2)C=C1 (β-(2-hydroxyethyl)-N-methyl-N-phenyl-1,3-benzodioxol-5-yl-propanamide), C1=CC=[NH+]C=C1.C1=CC=[NH+]C=C1.[O-][Cr](=O)(=O)O[Cr](=O)(=O)[O-] (PDC), 4A. Procedure details: A solution of β-(2-hydroxyethyl)-N-methyl-N-phenyl-1,3-benzodioxol-5-yl-propanamide (500 mg) in CH2Cl2 (10 mL) was treated with PDC (570 mg) and molecular sieves (4A, 570 mg) and stirred at room temperture for 2 hours. The reaction mixture was filtered through a pad of silica gel rinsed with EtOAc (100 mL) and concentrated under reduced pressure to yield an oil. Silica gel chromatography eluting with 50-75% EtOAc/Hexanes gave the desired title compound (374 mg). Run in C(Cl)Cl (CH2Cl2). Conditions: time 2 hour. Yields the product O=CCCC(C(=O)N(C1=CC=CC=C1)C)C1=CC2=C(OCO2)C=C1 (Beta-(2-oxoethyl)-N-methyl-N-phenyl-1,3-benzodioxol-5-yl-propanamide). As a reaction SMILES: [OH:1][CH2:2][CH2:3][CH2:4][CH:5]([C:16]1[CH:24]=[CH:23][C:19]2[O:20][CH2:21][O:22][C:18]=2[CH:17]=1)[C:6]([N:8]([CH3:15])[C:9]1[CH:14]=[CH:13][CH:12]=[CH:11][CH:10]=1)=[O:7].C1C=C[NH+]=CC=1.C1C=C[NH+]=CC=1.[O-][Cr](O[Cr]([O-])(=O)=O)(=O)=O>C(Cl)Cl>[O:1]=[CH:2][CH2:3][CH2:4][CH:5]([C:16]1[CH:24]=[CH:23][C:19]2[O:20][CH2:21][O:22][C:18]=2[CH:17]=1)[C:6]([N:8]([CH3:15])[C:9]1[CH:10]=[CH:11][CH:12]=[CH:13][CH:14]=1)=[O:7] |f:1.2.3|.